Dataset: the Open Reaction Database (ORD), a public repository of structured organic reaction records. Task: describe an organic reaction: reactants, conditions, products, and yield Reactants: CN(C)C=O, Fc1ccc(CBr)cc1, [H-], [Na+], O, CS(=O)(=O)c1cnc2[nH]c(-c3ncco3)cc2c1. The product is CS(=O)(=O)c1cnc2c(c1)cc(-c1ncco1)n2Cc1ccc(F)cc1. As a reaction SMILES: [CH3:30][N:31]([CH3:32])[CH:33]=[O:34].[F:19][c:20]1[cH:21][cH:22][c:23]([CH2:24][Br:25])[cH:26][cH:27]1.[H-:28].[Na+:29].[OH2:35].[o:1]1[c:2](-[c:6]2[cH:7][c:8]3[c:9]([n:10][cH:11][c:12]([S:14](=[O:15])(=[O:16])[CH3:17])[cH:13]3)[nH:18]2)[n:3][cH:4][cH:5]1>>[o:1]1[c:2](-[c:6]2[cH:7][c:8]3[c:9]([n:10][cH:11][c:12]([S:14](=[O:15])(=[O:16])[CH3:17])[cH:13]3)[n:18]2[CH2:24][c:23]2[cH:22][cH:21][c:20]([F:19])[cH:27][cH:26]2)[n:3][cH:4][cH:5]1. Starting materials: FC(C(=O)N(CC1=CC(=CC=C1)[N+](=O)[O-])CCS(=O)(=O)C)(F)F (2,2,2-trifluoro-N-[2-(methylsulfonyl)ethyl]-N-[(3-nitrophenyl)methyl]acetamide), [H][H] (hydrogen). The reagents and catalysts are [Pd] (Pd/C). The solvent is CC(C)O (i-PrOH). Conditions: time 64 hour. Product: NC=1C=C(C=CC1)CN(C(C(F)(F)F)=O)CCS(=O)(=O)C (N-[(3-Aminophenyl)methyl]-2,2,2-trifluoro-N-[2-(methylsulfonyl)ethyl]-acetamide). The yield is 93.0%. RXN SMILES: [F:1][C:2]([F:23])([F:22])[C:3]([N:5]([CH2:16][CH2:17][S:18]([CH3:21])(=[O:20])=[O:19])[CH2:6][C:7]1[CH:12]=[CH:11][CH:10]=[C:9]([N+:13]([O-])=O)[CH:8]=1)=[O:4].[H][H]>CC(O)C.[Pd]>[NH2:13][C:9]1[CH:8]=[C:7]([CH2:6][N:5]([CH2:16][CH2:17][S:18]([CH3:21])(=[O:20])=[O:19])[C:3](=[O:4])[C:2]([F:23])([F:1])[F:22])[CH:12]=[CH:11][CH:10]=1. Procedure: To a suspension of 2,2,2-trifluoro-N-[2-(methylsulfonyl)ethyl]-N-[(3-nitrophenyl)methyl]acetamide (0.88 g, 2.5 mmol) in i-PrOH was added 10% Pd/C (80 mg, 0.08 mmol). A balloon filled with hydrogen gas was installed, and the reaction was stirred vigorously at rt. After 64 h, the reaction mixture was filtered through celite, adsorbed onto silica gel, and purified by column chromatography to generate the title compound in 93% yield. 1H NMR (400 MHz, CDCl3) δ 7.17 (t, J=7.5 Hz, 1H), 6.60-6.67 (m, 2H...